From a dataset of the Open Reaction Database (ORD), a public repository of structured organic reaction records. describe an organic reaction: reactants, conditions, products, and yield The reactants are O=C([O-])[O-], COCCOC, ClCCl, O=[N+]([O-])c1ccc(S(=O)(=O)N2CC(OS(=O)(=O)C(F)(F)F)=CC(c3ccccc3)C2)cc1, OB(O)c1cc(F)ccc1F, [Na+], [Na+], O, c1ccc(P(c2ccccc2)(c2ccccc2)[Pd](P(c2ccccc2)(c2ccccc2)c2ccccc2)(P(c2ccccc2)(c2ccccc2)c2ccccc2)P(c2ccccc2)(c2ccccc2)c2ccccc2)cc1. Yields the product O=[N+]([O-])c1ccc(S(=O)(=O)N2CC(c3cc(F)ccc3F)=CC(c3ccccc3)C2)cc1. Reaction SMILES: [C:44](=[O:45])([O-:46])[O-:47].[CH3:50][O:51][CH2:52][CH2:53][O:54][CH3:55].[Cl:57][CH2:58][Cl:59].[F:1][C:2]([F:3])([F:4])[S:5]([O:6][C:7]1=[CH:12][CH:11]([c:13]2[cH:14][cH:15][cH:16][cH:17][cH:18]2)[CH2:10][N:9]([S:19](=[O:20])(=[O:21])[c:22]2[cH:23][cH:24][c:25]([N+:28](=[O:29])[O-:30])[cH:26][cH:27]2)[CH2:8]1)(=[O:31])=[O:32].[F:33][c:34]1[c:35]([B:41]([OH:42])[OH:43])[cH:36][c:37]([F:40])[cH:38][cH:39]1.[Na+:48].[Na+:49].[OH2:56].[cH:60]1[cH:61][cH:62][c:63]([P:64]([Pd:65]([P:66]([c:67]2[cH:68][cH:69][cH:70][cH:71][cH:72]2)([c:73]2[cH:74][cH:75][cH:76][cH:77][cH:78]2)[c:79]2[cH:80][cH:81][cH:82][cH:83][cH:84]2)([P:85]([c:86]2[cH:87][cH:88][cH:89][cH:90][cH:91]2)([c:92]2[cH:93][cH:94][cH:95][cH:96][cH:97]2)[c:98]2[cH:99][cH:100][cH:101][cH:102][cH:103]2)[P:104]([c:105]2[cH:106][cH:107][cH:108][cH:109][cH:110]2)([c:111]2[cH:112][cH:113][cH:114][cH:115][cH:116]2)[c:117]2[cH:118][cH:119][cH:120][cH:121][cH:122]2)([c:123]2[cH:124][cH:125][cH:126][cH:127][cH:128]2)[c:129]2[cH:130][cH:131][cH:132][cH:133][cH:134]2)[cH:135][cH:136]1>>[C:7]1([c:35]2[c:34]([F:33])[cH:39][cH:38][c:37]([F:40])[cH:36]2)=[CH:12][CH:11]([c:13]2[cH:14][cH:15][cH:16][cH:17][cH:18]2)[CH2:10][N:9]([S:19](=[O:20])(=[O:21])[c:22]2[cH:23][cH:24][c:25]([N+:28](=[O:29])[O-:30])[cH:26][cH:27]2)[CH2:8]1. Reactants: C(CC(O)(C(=O)[O-])CC(=O)[O-])(=O)[O-].[Mg+2].[K+] (potassium-magnesium citrate), C(CC(O)(C(=O)[O-])CC(=O)[O-])(=O)[O-].[Mg+2].C(CC(O)(C(=O)[O-])CC(=O)[O-])(=O)[O-].[Mg+2].[Mg+2] (magnesium citrate), C(CC(O)(C(=O)[O-])CC(=O)[O-])(=O)[O-].[Mg+2].[K+] (potassium magnesium citrate), [Cl-].[K+] (potassium chloride), C(CC(O)(C(=O)[O-])CC(=O)[O-])(=O)[O-].[K+].[K+].[K+] (potassium citrate), [Cl-].[K+] (potassium chloride). Yields the product [Mg] (magnesium), C(CC(O)(C(=O)[O-])CC(=O)[O-])(=O)[O-] (citrate). Reaction SMILES: [Cl-].[K+].[C:3]([O-:15])(=[O:14])[CH2:4][C:5]([CH2:10][C:11]([O-:13])=[O:12])([C:7]([O-:9])=[O:8])[OH:6].[K+].[K+].[K+].C([O-])(=O)CC(CC([O-])=O)(C([O-])=O)O.[Mg+2:32].C([O-])(=O)CC(CC([O-])=O)(C([O-])=O)O.[Mg+2].[Mg+2].C([O-])(=O)CC(CC([O-])=O)(C([O-])=O)O.[Mg+2].[K+]>>[Mg:32].[C:3]([O-:15])(=[O:14])[CH2:4][C:5]([CH2:10][C:11]([O-:13])=[O:12])([C:7]([O-:9])=[O:8])[OH:6] |f:0.1,2.3.4.5,6.7.8.9.10,11.12.13|. Procedure: Each patient underwent five phases of study: placebo, potassium chloride, potassium citrate, magnesium citrate, and potassium-magnesium citrate. The results (mean values for the two patients) are outlined in Table 1. Compared to potassium chloride, potassium magnesium citrate gave a higher urinary pH, magnesium, and citrate. Compared to potassium citrate, potassium magnesium citrate produced a greater citrate excretion as well as enhanced magnesium excretion. Compared to magnesium citrate, potas...